The task is: describe an organic reaction: reactants, conditions, products, and yield. This data is from the Open Reaction Database (ORD), a public repository of structured organic reaction records. Reactants: BrCC(C(C)=O)=O (1-bromo-2,3-butanedione), C(N)(=S)CNC(C)=O (N-[(thiocarbamoyl)methyl]acetamide). Solvent: CC(=O)C (acetone). Product: C(C)(=O)C=1N=C(SC1)CNC(C)=O (4-acetyl-2-(acetylaminomethyl)thiazole). Isolated yield 92.9%. RXN SMILES: Br[CH2:2][C:3](=[O:7])[C:4](=O)[CH3:5].[C:8]([CH2:11][NH:12][C:13](=[O:15])[CH3:14])(=[S:10])[NH2:9]>CC(C)=O>[C:3]([C:4]1[N:9]=[C:8]([CH2:11][NH:12][C:13](=[O:15])[CH3:14])[S:10][CH:5]=1)(=[O:7])[CH3:2]. Procedure details: A suspension of 1-bromo-2,3-butanedione (47 g) and N-[(thiocarbamoyl)methyl]acetamide (30 g) in acetone (600 ml) was refluxed for 3 hours. The resulting precipitate was collected by filtration to afford 4-acetyl-2-(acetylaminomethyl)thiazole (41.8 g).